Dataset: the Open Reaction Database (ORD), a public repository of structured organic reaction records. Task: describe an organic reaction: reactants, conditions, products, and yield Starting materials: Cl (HCl), CCOCC (ether), C(C1=CC=CC=C1)C1CCN(CC1)CCC#N (3-(4-benzylpiperidin-1-yl)propionitrile). Run in C1CCOC1 (THF), C1CCOC1 (THF). Run at time 2 hour. Product: NCCCN1CCC(CC1)CC1=CC=CC=C1 (1-(3-Aminopropyl)-4-benzylpiperidine). Yield: 91.0%. As a reaction SMILES: [CH2:1]([CH:8]1[CH2:13][CH2:12][N:11]([CH2:14][CH2:15][C:16]#[N:17])[CH2:10][CH2:9]1)[C:2]1[CH:7]=[CH:6][CH:5]=[CH:4][CH:3]=1.Cl.CCOCC>C1COCC1>[NH2:17][CH2:16][CH2:15][CH2:14][N:11]1[CH2:10][CH2:9][CH:8]([CH2:1][C:2]2[CH:7]=[CH:6][CH:5]=[CH:4][CH:3]=2)[CH2:13][CH2:12]1. Procedure: To a stirred solution of 3-(4-benzylpiperidin-1-yl)propionitrile (8.20 g, 35.9 mmol, 1.0 equiv) in anhydrous THF (20 mL) under argon was added a solution of BH3 in THF (1.0 M, 126 mL, 3.5 equiv) at room temperature. The mixture was refluxed for 4.5 hours, then cooled to room temperature and concentrated to a volume of about 30 mL. Aqueous HCl (6 N, 80 mL) was added and stirring was continued for 2 hours at 55-60° C. The mixture was basified to pH 9 by addition of 6 N aq. NaOH and extracted with ... Reactants: BrC1=C(C(=CC(=C1)C)Br)N=C1NCCN1 (2-(2,6-dibromo-4-methyl-phenylimino)-imidazolidine), ClC(C(C)=O)C (3-chloro-2-butanone). Solvent: COCCO (glycol monomethyl ether). Product: BrC1=C(C(=CC(=C1)C)Br)N1C(=C(N2C1=NCC2)C)C (7-(2,6-Dibromo-4-methyl-phenyl)-2,3-dihydro-5,6-dimethylimidazo[1,2-a]-imidazole). Reaction SMILES: [Br:1][C:2]1[CH:7]=[C:6]([CH3:8])[CH:5]=[C:4]([Br:9])[C:3]=1[N:10]=[C:11]1[NH:15][CH2:14][CH2:13][NH:12]1.Cl[CH:17]([CH3:21])[C:18](=O)[CH3:19]>COCCO>[Br:9][C:4]1[CH:5]=[C:6]([CH3:8])[CH:7]=[C:2]([Br:1])[C:3]=1[N:10]1[C:11]2=[N:12][CH2:13][CH2:14][N:15]2[C:18]([CH3:19])=[C:17]1[CH3:21]. Procedure details: 5.0 gm (0.015 mol) of 2-(2,6-dibromo-4-methyl-phenylimino)-imidazolidine were refluxed for about 30 hours with 1.8 gm (110%) of 96% 3-chloro-2-butanone in 25 ml of glycol monomethyl ether. The reaction mixture was then evaporated to dryness in vacuo, and the oily residue was dissolved in 1 N hydrochloric acid. The hydrochloric acid solution was adjusted to a pH value of 7 with dilute NaOH and, starting from the pH value, was fractionally extracted with ether at increasing pH values (NaOH). The e... The reactants are ClC=1C=C(CNC2=NC(=NC=C2C(=O)O)N2[C@@H](CCC2)CO)C=CC1OC ((S)-4-(3-chloro-4-methoxybenzylamino)-5-carboxy-2-(2-hydroxymethyl-1-pyrrolidinyl)pyrimidine), C(O)([O-])=O.[Na+] (sodium hydrogen carbonate), NC=1C(=NN(C1C)C)C (4-amino-1,3,5-trimethylpyrazole), Cl.CN(CCCN=C=NCC)C (1-(3-dimethylaminopropyl)-3-ethylcarbodiimide hydrochloride), O.ON1N=NC2=C1C=CC=C2 (1-hydroxybenzotriazole monohydrate). Run in CN(C=O)C (N,N-dimethylformamide). Yields the product OC[C@H]1N(CCC1)C1=NC=C(C(=N1)NCC1=CC(=C(C=C1)OC)Cl)C(NC=1C(=NN(C1C)C)C)=O ((S)-2-(2-hydroxymethyl-1-pyrrolidinyl)-4-(3-chloro-4-methoxybenzylamino)-5-[N-(1,3,5-trimethyl-4-pyrazolyl)carbamoyl]pyrimidine). The yield is 90.4%. As a reaction SMILES: [Cl:1][C:2]1[CH:3]=[C:4]([CH:23]=[CH:24][C:25]=1[O:26][CH3:27])[CH2:5][NH:6][C:7]1[C:12]([C:13]([OH:15])=O)=[CH:11][N:10]=[C:9]([N:16]2[CH2:20][CH2:19][CH2:18][C@H:17]2[CH2:21][OH:22])[N:8]=1.[NH2:28][C:29]1[C:30]([CH3:36])=[N:31][N:32]([CH3:35])[C:33]=1[CH3:34].Cl.CN(C)CCCN=C=NCC.O.ON1C2C=CC=CC=2N=N1.C(=O)([O-])O.[Na+]>CN(C)C=O>[OH:22][CH2:21][C@@H:17]1[CH2:18][CH2:19][CH2:20][N:16]1[C:9]1[N:8]=[C:7]([NH:6][CH2:5][C:4]2[CH:23]=[CH:24][C:25]([O:26][CH3:27])=[C:2]([Cl:1])[CH:3]=2)[C:12]([C:13](=[O:15])[NH:28][C:29]2[C:30]([CH3:36])=[N:31][N:32]([CH3:35])[C:33]=2[CH3:34])=[CH:11][N:10]=1 |f:2.3,4.5,6.7|. Procedure details: A mixture of (S)-4-(3-chloro-4-methoxybenzylamino)-5-carboxy-2-(2-hydroxymethyl-1-pyrrolidinyl)pyrimidine (100 mg) obtained in Example 1-(4), 4-amino-1,3,5-trimethylpyrazole (47.9 mg), 1-(3-dimethylaminopropyl)-3-ethylcarbodiimide hydrochloride (58.7 mg), 1-hydroxybenzotriazole monohydrate (41.3 mg), and N,N-dimethylformamide (3 ml) is stirred at room temperature for 8 hours, and poured into aqueous sodium hydrogen carbonate solution. The mixture is extracted with ethyl acetate, and the organic ... Starting materials: Cc1ccc(N2CCN(C(=O)c3ccc(Br)cc3S(C)(=O)=O)CC2)c(C)c1, O=C1NC(Cc2ccccc2)CO1. Reaction SMILES: [Br:1][c:2]1[cH:3][c:4]([S:24](=[O:25])(=[O:26])[CH3:27])[c:5]([C:8](=[O:9])[N:10]2[CH2:11][CH2:12][N:13]([c:16]3[c:17]([CH3:23])[cH:18][c:19]([CH3:22])[cH:20][cH:21]3)[CH2:14][CH2:15]2)[cH:6][cH:7]1.[CH2:28]([c:29]1[cH:30][cH:31][cH:32][cH:33][cH:34]1)[CH:35]1[NH:36][C:37](=[O:40])[O:38][CH2:39]1>>[c:2]1([N:36]2[CH:35]([CH2:28][c:29]3[cH:30][cH:31][cH:32][cH:33][cH:34]3)[CH2:39][O:38][C:37]2=[O:40])[cH:3][c:4]([S:24](=[O:25])(=[O:26])[CH3:27])[c:5]([C:8](=[O:9])[N:10]2[CH2:11][CH2:12][N:13]([c:16]3[c:17]([CH3:23])[cH:18][c:19]([CH3:22])[cH:20][cH:21]3)[CH2:14][CH2:15]2)[cH:6][cH:7]1. Yields the product Cc1ccc(N2CCN(C(=O)c3ccc(N4C(=O)OCC4Cc4ccccc4)cc3S(C)(=O)=O)CC2)c(C)c1. The reactants are ClC=1C=CC(=C(C1)C1=CC(N(C=C1OC)C(C(=O)O)CC)=O)C#N (2-[4-(5-chloro-2-cyanophenyl)-5-methoxy-2-oxopyridin-1(2H)-yl]butanoic acid), NC1=CC2=C(NC(N2)=O)C=C1 (5-amino-1,3-dihydro-2H-benzimidazol-2-one). Product: ClC=1C=CC(=C(C1)C1=CC(N(C=C1OC)C(C(=O)NC1=CC2=C(NC(N2)=O)C=C1)CC)=O)C#N (2-[4-(5-Chloro-2-cyanophenyl)-5-methoxy-2-oxopyridin-1(2H)-yl]-N-(2-oxo-2,3-dihydro-1H-benzimidazol-5-yl)butanamide). RXN SMILES: [Cl:1][C:2]1[CH:3]=[CH:4][C:5]([C:23]#[N:24])=[C:6]([C:8]2[C:13]([O:14][CH3:15])=[CH:12][N:11]([CH:16]([CH2:20][CH3:21])[C:17](O)=[O:18])[C:10](=[O:22])[CH:9]=2)[CH:7]=1.[NH2:25][C:26]1[CH:35]=[CH:34][C:29]2[NH:30][C:31](=[O:33])[NH:32][C:28]=2[CH:27]=1>>[Cl:1][C:2]1[CH:3]=[CH:4][C:5]([C:23]#[N:24])=[C:6]([C:8]2[C:13]([O:14][CH3:15])=[CH:12][N:11]([CH:16]([CH2:20][CH3:21])[C:17]([NH:25][C:26]3[CH:35]=[CH:34][C:29]4[NH:30][C:31](=[O:33])[NH:32][C:28]=4[CH:27]=3)=[O:18])[C:10](=[O:22])[CH:9]=2)[CH:7]=1. Reported procedure: 71 mg (0.20 mmol) of 2-[4-(5-chloro-2-cyanophenyl)-5-methoxy-2-oxopyridin-1(2H)-yl]butanoic acid (racemate) and 33 mg (0.22 mmol, 1.1 eq.) of 5-amino-1,3-dihydro-2H-benzimidazol-2-one were reacted according to General Method 1. Yield: 74 mg (76% of theory) Reactants: c1ccc(CNCCCc2ccc3sc4ccccc4c3c2)cc1, CO. The product is NCCCc1ccc2sc3ccccc3c2c1. RXN SMILES: [CH2:1]([c:2]1[cH:3][cH:4][cH:5][cH:6][cH:7]1)[NH:8][CH2:9][CH2:10][CH2:11][c:12]1[cH:13][c:14]2[c:15]([s:16][c:17]3[c:18]2[cH:19][cH:20][cH:21][cH:22]3)[cH:23][cH:24]1.[CH3:25][OH:26]>>[NH2:8][CH2:9][CH2:10][CH2:11][c:12]1[cH:13][c:14]2[c:15]([s:16][c:17]3[c:18]2[cH:19][cH:20][cH:21][cH:22]3)[cH:23][cH:24]1. Starting materials: COc1cccc(C(O)c2cccc3ccccc23)c1, CCOCC, Cl. Product: COc1cccc(C(Cl)c2cccc3ccccc23)c1. RXN SMILES: [CH3:1][O:2][c:3]1[cH:4][c:5]([CH:6]([c:7]2[cH:8][cH:9][cH:10][c:11]3[cH:12][cH:13][cH:14][cH:15][c:16]23)[OH:17])[cH:18][cH:19][cH:20]1.[CH3:22][CH2:23][O:24][CH2:25][CH3:26].[ClH:21]>>[CH3:1][O:2][c:3]1[cH:4][c:5]([CH:6]([c:7]2[cH:8][cH:9][cH:10][c:11]3[cH:12][cH:13][cH:14][cH:15][c:16]23)[Cl:21])[cH:18][cH:19][cH:20]1.